This data is from the Open Reaction Database (ORD), a public repository of structured organic reaction records. The task is: describe an organic reaction: reactants, conditions, products, and yield Starting materials: C(C)OC(=O)C1=CN=C2N1C=C(C(=C2)CNC(=O)OC(C)(C)C)Br (6-bromo-7-(tert-butoxycarbonylamino-methyl)-imidazo[1,2-a]pyridine-3-carboxylic acid ethyl ester), ClC1=C(C=CC(=C1)Cl)B(O)O (2,4-dichloro-benzeneboronic acid), C(=O)([O-])[O-].[Na+].[Na+] (Na2CO3). Reagents/catalysts: C=1C=CC(=CC1)[P](C=2C=CC=CC2)(C=3C=CC=CC3)[Pd]([P](C=4C=CC=CC4)(C=5C=CC=CC5)C=6C=CC=CC6)([P](C=7C=CC=CC7)(C=8C=CC=CC8)C=9C=CC=CC9)[P](C=1C=CC=CC1)(C=1C=CC=CC1)C=1C=CC=CC1 (Pd(PPh3)4). Run in COCCOC (DME), CCOC(=O)C (AcOEt). Reaction conditions: temperature 150 celsius. Yields the product C(C)OC(=O)C1=CN=C2N1C=C(C(=C2)CNC(=O)OC(C)(C)C)C2=C(C=C(C=C2)Cl)Cl (7-(tert-Butoxycarbonylamino-methyl)-6-(2,4-dichloro-phenyl)-imidazo[1,2-a]pyridine-3-carboxylic acid ethyl ester). Isolated yield 79.8%. As a reaction SMILES: [CH2:1]([O:3][C:4]([C:6]1[N:10]2[CH:11]=[C:12](Br)[C:13]([CH2:15][NH:16][C:17]([O:19][C:20]([CH3:23])([CH3:22])[CH3:21])=[O:18])=[CH:14][C:9]2=[N:8][CH:7]=1)=[O:5])[CH3:2].[Cl:25][C:26]1[CH:31]=[C:30]([Cl:32])[CH:29]=[CH:28][C:27]=1B(O)O.C([O-])([O-])=O.[Na+].[Na+]>COCCOC.CCOC(C)=O.C1C=CC([P]([Pd]([P](C2C=CC=CC=2)(C2C=CC=CC=2)C2C=CC=CC=2)([P](C2C=CC=CC=2)(C2C=CC=CC=2)C2C=CC=CC=2)[P](C2C=CC=CC=2)(C2C=CC=CC=2)C2C=CC=CC=2)(C2C=CC=CC=2)C2C=CC=CC=2)=CC=1>[CH2:1]([O:3][C:4]([C:6]1[N:10]2[CH:11]=[C:12]([C:29]3[CH:28]=[CH:27][C:26]([Cl:25])=[CH:31][C:30]=3[Cl:32])[C:13]([CH2:15][NH:16][C:17]([O:19][C:20]([CH3:23])([CH3:22])[CH3:21])=[O:18])=[CH:14][C:9]2=[N:8][CH:7]=1)=[O:5])[CH3:2] |f:2.3.4,^1:57,59,78,97|. Procedure: In a sealed tube, a mixture of 6-bromo-7-(tert-butoxycarbonylamino-methyl)-imidazo[1,2-a]pyridine-3-carboxylic acid ethyl ester (1.4 g, 3.52 mmol), 2,4-dichloro-benzeneboronic acid (1.01 g, 5.29 mmol), Pd(PPh3)4 (203 mg, 0.18 mmol) and Na2CO3 (2.0 M solution in water, 6.2 mL) in DME (20 mL) was heated at 150° C. for 17 min under microwave irradiation. The reaction mixture was cooled to RT, diluted in AcOEt (400 mL) and washed with a 2.0 M aqueous Na2CO3 solution (2×200 mL). The organic layer was... Starting materials: [H-].[Al+3].[Li+].[H-].[H-].[H-] (lithium aluminum hydride), CN(C1=CC(=C(C=C1)C=C(C)[N+](=O)[O-])Cl)C (N,N-dimethyl-3-chloro-4-(2-nitropropenyl)aniline), S(=O)(=O)([O-])[O-].[Na+].[Na+] (sodium sulphate). Solvent: CCOCC (ether), O1CCCC1 (tetrahydrofuran). The product is Cl.Cl.ClC1=C(CC(C)N)C=CC(=C1)N(C)C (2-CHLORO-4-DIMETHYLAMINO-α-METHYLPHENETHYLAMINE DIHYDROCHLORIDE). Isolated yield 170.6%. Reaction SMILES: [CH3:1][N:2]([CH3:16])[C:3]1[CH:8]=[CH:7][C:6]([CH:9]=[C:10]([N+:12]([O-])=O)[CH3:11])=[C:5]([Cl:15])[CH:4]=1.[H-].[Al+3].[Li+].[H-].[H-].[H-].S([O-])([O-])(=O)=O.[Na+].[Na+]>O1CCCC1.CCOCC>[ClH:15].[ClH:15].[Cl:15][C:5]1[CH:4]=[C:3]([N:2]([CH3:16])[CH3:1])[CH:8]=[CH:7][C:6]=1[CH2:9][CH:10]([NH2:12])[CH3:11] |f:1.2.3.4.5.6,7.8.9,12.13.14|. Reported procedure: A solution of 12.0 g of N,N-dimethyl-3-chloro-4-(2-nitropropenyl)aniline in 150 ml of dry tetrahydrofuran is added dropwise with stirring to 8.0 g of lithium aluminum hydride in 200 ml of dry ether. After the addition the reaction mixture is refluxed for 5 hours. 40 ml of saturated sodium sulphate solution is added by portions and the mixture is filtered. The filtrate is dried with anhydrous sodium sulphate and acidified with hydrogen chloride in ether. The precipitate is removed by filtration a...